From a dataset of the Open Reaction Database (ORD), a public repository of structured organic reaction records. describe an organic reaction: reactants, conditions, products, and yield The product is Clc1ccc(-c2cnc(NCc3cccc(Cl)c3)nc2-c2ccc(Cl)cc2Cl)cc1. As a reaction SMILES: [CH3:1][S:2](=[O:3])(=[O:4])[c:5]1[n:6][cH:7][c:8](-[c:19]2[cH:20][cH:21][c:22]([Cl:25])[cH:23][cH:24]2)[c:9](-[c:11]2[c:12]([Cl:18])[cH:13][c:14]([Cl:17])[cH:15][cH:16]2)[n:10]1.[Cl:26][c:27]1[cH:28][c:29]([CH2:30][NH2:31])[cH:32][cH:33][cH:34]1.[O:35]=[CH:36][N:37]([CH3:38])[CH3:39]>>[c:5]1([NH:31][CH2:30][c:29]2[cH:28][c:27]([Cl:26])[cH:34][cH:33][cH:32]2)[n:6][cH:7][c:8](-[c:19]2[cH:20][cH:21][c:22]([Cl:25])[cH:23][cH:24]2)[c:9](-[c:11]2[c:12]([Cl:18])[cH:13][c:14]([Cl:17])[cH:15][cH:16]2)[n:10]1. The reactants are CS(=O)(=O)c1ncc(-c2ccc(Cl)cc2)c(-c2ccc(Cl)cc2Cl)n1, NCc1cccc(Cl)c1, CN(C)C=O. The reactants are C[C@@]1([C@@H](O[C@@H]([C@H]1O)CO)N1C=C(C2=C1N=CN=C2N)C#C)O (7-(2′-C-methyl-β-D-ribofuranosyl)-4-amino-5-(ethyn-1-yl)-pyrrolo[2,3-d]pyrimidine), [H][H] (hydrogen), [H][H] (hydrogen). The reagents and catalysts are [Pd].CC(=O)[O-].CC(=O)[O-].[Pb+2] (Lindlar's catalyst). The solvent is C1CCOC1 (THF). Run at time 7 day. Yields the product C[C@@]1([C@@H](O[C@@H]([C@H]1O)CO)N1C=C(C2=C1N=CN=C2N)C=C)O (7-(2′-C-methyl-β-D-ribofuranosyl)-4-amino-5-(ethen-1-yl)-pyrrolo[2,3-d]pyrimidine). Yield: 75.0%. Reaction SMILES: [CH3:1][C@@:2]1([OH:22])[C@H:6]([OH:7])[C@@H:5]([CH2:8][OH:9])[O:4][C@H:3]1[N:10]1[C:14]2[N:15]=[CH:16][N:17]=[C:18]([NH2:19])[C:13]=2[C:12]([C:20]#[CH:21])=[CH:11]1.[H][H]>C1COCC1.[Pd].CC([O-])=O.CC([O-])=O.[Pb+2]>[CH3:1][C@@:2]1([OH:22])[C@H:6]([OH:7])[C@@H:5]([CH2:8][OH:9])[O:4][C@H:3]1[N:10]1[C:14]2[N:15]=[CH:16][N:17]=[C:18]([NH2:19])[C:13]=2[C:12]([CH:20]=[CH2:21])=[CH:11]1 |f:3.4.5.6|. Reported procedure: The acetylene product prepared above was dissolved in 3 mL THF and 22 mg of Lindlar's catalyst was added. The solution was stirred at ambient temperature under 1 atm of hydrogen (via balloon) for 7 days. The balloon was recharged with hydrogen at the beginning of each day. After 7 days, the reaction was filtered through celite to remove catalyst, concentrated in vacuo, and purified by reverse phase HPLC on Phenominex column (250×20 mm) using a gradient of acetonitrile in water from 0 to 30% over... Reactants: BrC=1C(=NC(=NC1)Cl)Cl (5-bromo-2,4-dichloropyrimidine), C(C)(C)[Mg]C(C)C.[Cl-] (diisopropyl magnesium chloride), CN(C)C=O (DMF). Run in C1CCOC1 (THF). Run at temperature -35 celsius, time 30 minute. The product is ClC1=NC=C(C(=N1)Cl)C=O (2,4-Dichloro-pyrimidine-5-carbaldehyde). Reaction SMILES: Br[C:2]1[C:3]([Cl:9])=[N:4][C:5]([Cl:8])=[N:6][CH:7]=1.C([Mg]C(C)C)(C)C.[Cl-].CN([CH:21]=[O:22])C>C1COCC1>[Cl:8][C:5]1[N:4]=[C:3]([Cl:9])[C:2]([CH:21]=[O:22])=[CH:7][N:6]=1 |f:1.2|. Procedure: To a stirred solution of 5-bromo-2,4-dichloropyrimidine (Aldrich, 454 mg, 2 mmol) in THF at −78° C., diisopropyl magnesium chloride (2M solution in THF, 2.1 mmol, 1.05 mL) was added and the mixture was stirred for 30 minutes at −35° C. Next, the solution was cooled to −78° C. and 1 mL of dry DMF was added. The mixture was stirred for 120 minutes at −78° C. and the reaction was quenched with 1 N HCl. The mixture was extracted with EtOAc and dried with sodium sulfate. The solvent was removed and t... The reactants are C=O, [K+], [OH-], O, O=c1cc[nH]c(=O)[nH]1. Product: O=c1[nH]cc(CO)c(=O)[nH]1. As a reaction SMILES: [CH2:11]=[O:12].[K+:2].[OH-:1].[OH2:13].[nH:3]1[c:4](=[O:5])[nH:6][c:7](=[O:8])[cH:9][cH:10]1>>[OH:1][CH2:11][c:9]1[c:7](=[O:8])[nH:6][c:4](=[O:5])[nH:3][cH:10]1.